From a dataset of the Open Reaction Database (ORD), a public repository of structured organic reaction records. describe an organic reaction: reactants, conditions, products, and yield The reactants are O=C([O-])O, O=C(Cl)c1cc(Cl)cc(Cl)c1, ClCCl, COc1cc2c(cc1OC)C(Oc1ccccc1)CN(N)CC2, [Na+]. Yields the product COc1cc2c(cc1OC)C(Oc1ccccc1)CN(NC(=O)c1cc(Cl)cc(Cl)c1)CC2. Reaction SMILES: [C:35](=[O:36])([OH:37])[O-:38].[Cl:1][c:2]1[cH:3][c:4]([C:5](=[O:6])[Cl:7])[cH:8][c:9]([Cl:11])[cH:10]1.[Cl:40][CH2:41][Cl:42].[NH2:12][N:13]1[CH2:14][CH2:15][c:16]2[c:17]([cH:27][c:28]([O:33][CH3:34])[c:29]([O:31][CH3:32])[cH:30]2)[CH:18]([O:20][c:21]2[cH:22][cH:23][cH:24][cH:25][cH:26]2)[CH2:19]1.[Na+:39]>>[Cl:1][c:2]1[cH:3][c:4]([C:5](=[O:6])[NH:12][N:13]2[CH2:14][CH2:15][c:16]3[c:17]([cH:27][c:28]([O:33][CH3:34])[c:29]([O:31][CH3:32])[cH:30]3)[CH:18]([O:20][c:21]3[cH:22][cH:23][cH:24][cH:25][cH:26]3)[CH2:19]2)[cH:8][c:9]([Cl:11])[cH:10]1.